describe an organic reaction: reactants, conditions, products, and yield From a dataset of the Open Reaction Database (ORD), a public repository of structured organic reaction records. The reactants are [BH3-]C#N, CCN, CO, CC(C)(C)OC(=O)Nc1ccc(N2CCC(C=O)CC2)cc1, [Cl-], [Cl-], [Na+], O, [Zn+2]. Product: CCNCC1CCN(c2ccc(NC(=O)OC(C)(C)C)cc2)CC1. RXN SMILES: [C:26]([BH3-:27])#[N:28].[CH3:23][CH2:24][NH2:25].[CH3:30][OH:31].[CH:1](=[O:2])[CH:3]1[CH2:4][CH2:5][N:6]([c:9]2[cH:10][cH:11][c:12]([NH:15][C:16]([O:17][C:18]([CH3:19])([CH3:20])[CH3:21])=[O:22])[cH:13][cH:14]2)[CH2:7][CH2:8]1.[Cl-:33].[Cl-:35].[Na+:29].[OH2:32].[Zn+2:34]>>[CH2:1]([CH:3]1[CH2:4][CH2:5][N:6]([c:9]2[cH:10][cH:11][c:12]([NH:15][C:16]([O:17][C:18]([CH3:19])([CH3:20])[CH3:21])=[O:22])[cH:13][cH:14]2)[CH2:7][CH2:8]1)[NH:25][CH2:24][CH3:23]. Starting materials: COC(CC1=CC(=C(C=C1)OC)OC)=O ((3,4-dimethoxy-phenyl)-acetic acid methyl ester), [Li+].CC(C)[N-]C(C)C (LDA), BrC(C)C (2-bromopropane), C[Si](C)(C)[N-][Si](C)(C)C.[Na+] (NaHMDS), [H-].[Na+] (sodium hydride), COC=1C=C(C=CC1OC)CC#N ((3,4-Dimethoxyphenyl)acetonitrile), ClC(=O)OC(C)C (isopropyl chloroformate), C[Si](C)(C)[N-][Si](C)(C)C.[Na+] (NaHMDS). Product: BrCCCC(C(=O)OC(C)C)(C(=O)OC)C1=CC(=C(C=C1)OC)OC (1-Isopropyl 3-methyl 2-(3-bromopropyl)-2-(3,4-dimethoxyphenyl)malonate). RXN SMILES: [CH3:1][O:2][C:3](=[O:15])[CH2:4][C:5]1[CH:10]=[CH:9][C:8]([O:11][CH3:12])=[C:7]([O:13][CH3:14])[CH:6]=1.CO[C:18]1C=C(CC#N)C=[CH:22][C:23]=1OC.Cl[C:30]([O:32][CH:33]([CH3:35])[CH3:34])=[O:31].[Br:36]C(C)C.[Li+].CC([N-]C(C)C)C.C[Si]([N-][Si](C)(C)C)(C)C.[Na+].[H-].[Na+]>>[Br:36][CH2:22][CH2:23][CH2:18][C:4]([C:5]1[CH:10]=[CH:9][C:8]([O:11][CH3:12])=[C:7]([O:13][CH3:14])[CH:6]=1)([C:3]([O:2][CH3:1])=[O:15])[C:30]([O:32][CH:33]([CH3:35])[CH3:34])=[O:31] |f:4.5,6.7,8.9|. Reported procedure: For Step 1, (3,4-dimethoxy-phenyl)-acetic acid methyl ester was substituted for (3,4-Dimethoxyphenyl)acetonitrile, isopropyl chloroformate was substituted for 2-bromopropane and LDA was substituted for NaHMDS. For Step 2, sodium hydride was substituted for NaHMDS. Starting materials: CC#N, [K+], [K+], O=C([O-])[O-], CCOC(=O)Cc1ccc(O)cc1. Yields the product CCOC(=O)Cc1ccc(OC)cc1. RXN SMILES: [CH3:20][C:21]#[N:22].[K+:14].[K+:15].[O-:16][C:17]([O-:18])=[O:19].[OH:1][c:2]1[cH:3][cH:4][c:5]([CH2:8][C:9](=[O:10])[O:11][CH2:12][CH3:13])[cH:6][cH:7]1>>[O:1]([c:2]1[cH:3][cH:4][c:5]([CH2:8][C:9](=[O:10])[O:11][CH2:12][CH3:13])[cH:6][cH:7]1)[CH3:17]. Starting materials: [BH4-], C=CCN, CO, [Na+], [Na+], [OH-], O=Cc1ccoc1. Product: C=CCNCc1ccoc1. As a reaction SMILES: [BH4-:12].[CH2:8]([CH:9]=[CH2:10])[NH2:11].[CH3:16][OH:17].[Na+:13].[Na+:15].[OH-:14].[o:1]1[cH:2][c:3]([CH:6]=[O:7])[cH:4][cH:5]1>>[o:1]1[cH:2][c:3]([CH2:6][NH:11][CH2:8][CH:9]=[CH2:10])[cH:4][cH:5]1. The reactants are P12(=S)SP3(=S)SP(=S)(S1)SP(=S)(S2)S3 (P2S5), FC(C1=NN(C=C1C(=O)NC1=CC=CC=2C(OC(C21)CC)(CC)CC)C)F (3-(difluoromethyl)-1-methyl-N-(1,1,3-triethyl-1,3-dihydro-2-benzofuran-4-yl)-1H-pyrazole-4-carboxamide). The solvent is O1CCOCC1 (dioxane). Yields the product FC(C1=NN(C=C1C(NC1=CC=CC=2C(OC(C21)CC)(CC)CC)=S)C)F (3-(difluoromethyl)-1-methyl-N-(1,1,3-triethyl-1,3-dihydro-2-benzofuran-4-yl)-1H-pyrazole-4-carbothioamide). Yield: 61.0%. RXN SMILES: P12(SP3(SP(SP(S3)(S1)=S)(=S)S2)=S)=[S:2].[F:15][CH:16]([F:41])[C:17]1[C:21]([C:22]([NH:24][C:25]2[C:33]3[CH:32]([CH2:34][CH3:35])[O:31][C:30]([CH2:38][CH3:39])([CH2:36][CH3:37])[C:29]=3[CH:28]=[CH:27][CH:26]=2)=O)=[CH:20][N:19]([CH3:40])[N:18]=1>O1CCOCC1>[F:15][CH:16]([F:41])[C:17]1[C:21]([C:22](=[S:2])[NH:24][C:25]2[C:33]3[CH:32]([CH2:34][CH3:35])[O:31][C:30]([CH2:38][CH3:39])([CH2:36][CH3:37])[C:29]=3[CH:28]=[CH:27][CH:26]=2)=[CH:20][N:19]([CH3:40])[N:18]=1. Procedure details: In a microwave sealable tube, P2S5 (13 mg, 0.061 mmol, 0.5 eq) is added to a solution of 3-(difluoromethyl)-1-methyl-N-(1,1,3-triethyl-1,3-dihydro-2-benzofuran-4-yl)-1H-pyrazole-4-carboxamide (45 mg, 0.121 mmol, 1 eq) in 2 ml of dioxane. The tube is sealed and the reaction is microwaved 20 min at 130° C. The resulting solution is filtered through alumina and washed with dioxane. The solvent is evaporated and the residue purified by chromatography on silica gel to give pure material (61%)